Dataset: the Open Reaction Database (ORD), a public repository of structured organic reaction records. Task: describe an organic reaction: reactants, conditions, products, and yield The reactants are C1CCOC1, COc1cc(C=CC(=O)O)ccc1S(N)(=O)=O, CCN(C(C)C)C(C)C, Nc1cccc(Cl)c1, O=S(Cl)Cl. Yields the product COc1cc(C=CC(=O)Nc2cccc(Cl)c2)ccc1S(N)(=O)=O. RXN SMILES: [CH2:39]1[O:40][CH2:41][CH2:42][CH2:43]1.[CH3:1][O:2][c:3]1[cH:4][c:5]([CH:13]=[CH:14][C:15](=[O:16])[OH:17])[cH:6][cH:7][c:8]1[S:9]([NH2:10])(=[O:11])=[O:12].[CH:30]([N:31]([CH:32]([CH3:33])[CH3:34])[CH2:35][CH3:36])([CH3:37])[CH3:38].[Cl:22][c:23]1[cH:24][c:25]([NH2:29])[cH:26][cH:27][cH:28]1.[S:18]([Cl:19])([Cl:20])=[O:21]>>[CH3:1][O:2][c:3]1[cH:4][c:5]([CH:13]=[CH:14][C:15](=[O:17])[NH:29][c:25]2[cH:24][c:23]([Cl:22])[cH:28][cH:27][cH:26]2)[cH:6][cH:7][c:8]1[S:9]([NH2:10])(=[O:11])=[O:12]. Starting materials: CC(CCC(F)(F)C(F)(F)F)(C(=O)O)S(=O)(=O)CCC(F)(F)F, CN(C)C=O, ClCCl, O=C(Cl)C(=O)Cl. Yields the product CC(CCC(F)(F)C(F)(F)F)(C(N)=O)S(=O)(=O)CCC(F)(F)F. RXN SMILES: [CH3:1][C:2]([C:3](=[O:4])[OH:5])([CH2:6][CH2:7][C:8]([C:9]([F:10])([F:11])[F:12])([F:13])[F:14])[S:15](=[O:16])(=[O:17])[CH2:18][CH2:19][C:20]([F:21])([F:22])[F:23].[CH3:33][N:34]([CH3:35])[CH:36]=[O:37].[Cl:24][CH2:25][Cl:26].[Cl:27][C:28]([C:29]([Cl:30])=[O:31])=[O:32]>>[CH3:1][C:2]([C:3](=[O:4])[NH2:34])([CH2:6][CH2:7][C:8]([C:9]([F:10])([F:11])[F:12])([F:13])[F:14])[S:15](=[O:16])(=[O:17])[CH2:18][CH2:19][C:20]([F:21])([F:22])[F:23]. Starting materials: CCO, COc1ccc2c(Cl)nc(C)c(-c3ccccc3)c2c1, [K+], [OH-]. The product is [Cl-], COc1ccc2c[nH+]c(C)c(-c3ccccc3)c2c1. As a reaction SMILES: [CH3:23][CH2:24][OH:25].[Cl:1][c:2]1[n:3][c:4]([CH3:20])[c:5](-[c:14]2[cH:15][cH:16][cH:17][cH:18][cH:19]2)[c:6]2[cH:7][c:8]([O:12][CH3:13])[cH:9][cH:10][c:11]12.[K+:22].[OH-:21]>>[Cl-:1].[cH:2]1[nH+:3][c:4]([CH3:20])[c:5](-[c:14]2[cH:15][cH:16][cH:17][cH:18][cH:19]2)[c:6]2[cH:7][c:8]([O:12][CH3:13])[cH:9][cH:10][c:11]12. Reactants: [Li]C(C)(C)C, C1CCOC1, CN(C)C=O, CCCCC, CC(C)(C)OC(=O)Nc1cccs1. Product: CC(C)(C)OC(=O)Nc1sccc1C=O. Reaction SMILES: [C:1]([Li:2])([CH3:3])([CH3:4])[CH3:5].[CH2:29]1[O:30][CH2:31][CH2:32][CH2:33]1.[CH3:24][N:25]([CH:26]=[O:27])[CH3:28].[CH3:6][CH2:7][CH2:8][CH2:9][CH3:10].[s:11]1[c:12]([NH:16][C:17]([O:18][C:19]([CH3:20])([CH3:21])[CH3:22])=[O:23])[cH:13][cH:14][cH:15]1>>[s:11]1[c:12]([NH:16][C:17]([O:18][C:19]([CH3:20])([CH3:21])[CH3:22])=[O:23])[c:13]([CH:26]=[O:27])[cH:14][cH:15]1. The reactants are CN(C)CCCl, COc1cc(C)c([N+](=O)[O-])c(O)c1, CCC(C)=O, Cl, [I-], [K+], [K+], [Na+], O=C([O-])[O-]. The product is COc1cc(C)c([N+](=O)[O-])c(OCCN(C)C)c1. As a reaction SMILES: [CH3:15][N:16]([CH2:17][CH2:18][Cl:19])[CH3:20].[CH3:1][O:2][c:3]1[cH:4][c:5]([CH3:13])[c:6]([N+:10](=[O:11])[O-:12])[c:7]([OH:9])[cH:8]1.[CH3:29][C:30](=[O:31])[CH2:32][CH3:33].[ClH:14].[I-:27].[K+:21].[K+:22].[Na+:28].[O-:23][C:24]([O-:25])=[O:26]>>[CH3:1][O:2][c:3]1[cH:4][c:5]([CH3:13])[c:6]([N+:10](=[O:11])[O-:12])[c:7]([O:9][CH2:18][CH2:17][N:16]([CH3:15])[CH3:20])[cH:8]1. The reactants are ClC1=C(C=CC(=C1)[N+](=O)[O-])F (2-chloro-1-fluoro-4-nitro-benzene), C(=O)([O-])[O-].[K+].[K+] (K2CO3), N1=C(C=CC=C1)CO (2-pyridylmethanol). The solvent is CC(=O)C (Acetone). Conditions: temperature 65 celsius, time 8 hour. Product: ClC=1C=C(C=CC1OCC1=NC=CC=C1)[N+](=O)[O-] (3-chloro-4-(2-pyridylmethoxyl)-nitrobenzene). The yield is 77.1%. Reaction SMILES: [Cl:1][C:2]1[CH:7]=[C:6]([N+:8]([O-:10])=[O:9])[CH:5]=[CH:4][C:3]=1F.C([O-])([O-])=O.[K+].[K+].[N:18]1[CH:23]=[CH:22][CH:21]=[CH:20][C:19]=1[CH2:24][OH:25]>CC(C)=O>[Cl:1][C:2]1[CH:7]=[C:6]([N+:8]([O-:10])=[O:9])[CH:5]=[CH:4][C:3]=1[O:25][CH2:24][C:19]1[CH:20]=[CH:21][CH:22]=[CH:23][N:18]=1 |f:1.2.3|. Procedure details: To a solution of 2-chloro-1-fluoro-4-nitro-benzene (8.75 g, 50 mmol) in dry Acetone (100 ml) was added 10.0 g of K2CO3 and 5.45 g of 2-pyridylmethanol (50 mmol). The reaction mixture was then stirred at 65° C. overnight. Filtration and concentration gave a solid which was recrystallized to give the desired product as a white solid (10.2 g).